describe an organic reaction: reactants, conditions, products, and yield From a dataset of the Open Reaction Database (ORD), a public repository of structured organic reaction records. Starting materials: CC(=O)OC(C)=O, CCC1CC(NCc2cc(C(F)(F)F)cc(C(F)(F)F)c2)c2nc(OC)ccc2N1C(=O)OC(C)C, ClCCl, c1ccncc1. Product: CCC1CC(N(Cc2cc(C(F)(F)F)cc(C(F)(F)F)c2)C(C)=O)c2nc(OC)ccc2N1C(=O)OC(C)C. As a reaction SMILES: [CH3:1][C:2](=[O:3])[O:4][C:5](=[O:6])[CH3:7].[CH:8]([CH3:9])([CH3:10])[O:11][C:12](=[O:13])[N:14]1[CH:15]([CH2:42][CH3:43])[CH2:16][CH:17]([NH:26][CH2:27][c:28]2[cH:29][c:30]([C:38]([F:39])([F:40])[F:41])[cH:31][c:32]([C:34]([F:35])([F:36])[F:37])[cH:33]2)[c:18]2[n:19][c:20]([O:24][CH3:25])[cH:21][cH:22][c:23]21.[Cl:50][CH2:51][Cl:52].[cH:44]1[cH:45][cH:46][n:47][cH:48][cH:49]1>>[CH3:1][C:2](=[O:3])[N:26]([CH:17]1[CH2:16][CH:15]([CH2:42][CH3:43])[N:14]([C:12]([O:11][CH:8]([CH3:9])[CH3:10])=[O:13])[c:23]2[c:18]1[n:19][c:20]([O:24][CH3:25])[cH:21][cH:22]2)[CH2:27][c:28]1[cH:29][c:30]([C:38]([F:39])([F:40])[F:41])[cH:31][c:32]([C:34]([F:35])([F:36])[F:37])[cH:33]1. Reactants: CC(=O)O.CC(=O)O.[Pd] (palladium(II) acetate trimer), C(CC)(=O)O (propionic acid). The product is C(CC)(=O)[O-].[Pd+2].C(CC)(=O)[O-] (Palladium(II) Propionate). As a reaction SMILES: CC(O)=O.CC(O)=O.[Pd:9].[C:10]([OH:14])(=[O:13])[CH2:11][CH3:12]>>[C:10]([O-:14])(=[O:13])[CH2:11][CH3:12].[Pd+2:9].[C:10]([O-:14])(=[O:13])[CH2:11][CH3:12] |f:0.1.2,4.5.6|. Procedure details: 5 gm commercial palladium(II) acetate trimer (Aldrich) was added to 40 g of propionic acid. The mixture was maintained at 40 degrees Celsius for 24 hours. Excess propionic acid was removed under vacuum at room temperature. The resulting yellow solid was used for making palladium inks.